From a dataset of the Open Reaction Database (ORD), a public repository of structured organic reaction records. describe an organic reaction: reactants, conditions, products, and yield Reactants: [Br-], CCCCC[Mg+], COc1cc(C=O)cc(OC)c1OC. Product: CCCCCC(=O)c1cc(OC)c(OC)c(OC)c1. RXN SMILES: [Br-:15].[CH2:16]([CH2:17][CH2:18][CH2:19][CH3:20])[Mg+:21].[CH3:1][O:2][c:3]1[cH:4][c:5]([CH:6]=[O:7])[cH:8][c:9]([O:13][CH3:14])[c:10]1[O:11][CH3:12]>>[CH3:1][O:2][c:3]1[cH:4][c:5]([C:6](=[O:7])[CH2:16][CH2:17][CH2:18][CH2:19][CH3:20])[cH:8][c:9]([O:13][CH3:14])[c:10]1[O:11][CH3:12]. Starting materials: FC1=C(C=CC(=C1)I)NC=1C=NC=CC1C1=NN=C(O1)NCC(=O)O ({5-[3-(2-Fluoro-4-iodo-phenylamino)-pyridin-4-yl]-[1,3,4]oxadiazol-2-ylamino}-acetic acid), CN(C)C=O.C1=CN(C=N1)C(=O)N2C=CN=C2 (DMF CDI), C(C)(=O)[O-].[NH4+] (amoniumacetate). Conditions: time 3 hour. Yields the product FC1=C(C=CC(=C1)I)NC=1C=NC=CC1C1=NN=C(O1)NCC(=O)N (2-{5-[3-(2-Fluoro-4-iodo-phenylamino)-pyridin-4-yl]-[1,3,4]oxadiazol-2-ylamino}-acetamide). Yield: 48.2%. Reaction SMILES: [F:1][C:2]1[CH:7]=[C:6]([I:8])[CH:5]=[CH:4][C:3]=1[NH:9][C:10]1[CH:11]=[N:12][CH:13]=[CH:14][C:15]=1[C:16]1[O:20][C:19]([NH:21][CH2:22][C:23](O)=[O:24])=[N:18][N:17]=1.C[N:27](C=O)C.C1N=CN(C(N2C=NC=C2)=O)C=1.C([O-])(=O)C.[NH4+]>>[F:1][C:2]1[CH:7]=[C:6]([I:8])[CH:5]=[CH:4][C:3]=1[NH:9][C:10]1[CH:11]=[N:12][CH:13]=[CH:14][C:15]=1[C:16]1[O:20][C:19]([NH:21][CH2:22][C:23]([NH2:27])=[O:24])=[N:18][N:17]=1 |f:1.2,3.4|. Procedure details: To a solution of {5-[3-(2-Fluoro-4-iodo-phenylamino)-pyridin-4-yl]-[1,3,4]oxadiazol-2-ylamino}-acetic acid (75 mg, 0.16 mmol, 1 eq) in DMF CDI (35 mg, 0.21 mmol, 1.3 eq) was added. The reaction mixture was stirred at RT under argon for 3 hrs and then amoniumacetate (30 mg, 0.41 mmol, 2.5 eq) was added. The mixture was stirred for another 2 hrs. The resulting mixture was directly purified by preparative HPLC to afford the desired product (35 mg). LC/MS (Method A) [4.57 min; 455(M+1)] The reactants are ClC=1C=CC(=C(C1)C)F (5-chloro-2-fluorotoluene), C1CC(=O)N(C1=O)Br (NBS). Run in C(Cl)(Cl)(Cl)Cl (carbon tetrachloride). Product: ClC=1C=CC(=C(CBr)C1)F (5-chloro-2-fluorobenzyl bromide). RXN SMILES: [Cl:1][C:2]1[CH:3]=[CH:4][C:5]([F:9])=[C:6]([CH3:8])[CH:7]=1.C1C(=O)N([Br:17])C(=O)C1>C(Cl)(Cl)(Cl)Cl>[Cl:1][C:2]1[CH:3]=[CH:4][C:5]([F:9])=[C:6]([CH:7]=1)[CH2:8][Br:17]. Reported procedure: A mixture of 5-chloro-2-fluorotoluene (2.9 g; prepared by a modified Schiemann reaction on 4-chloro-2-methylaniline), NBS(3.6 g) benzoyl peroxide (100 mg) and carbon tetrachloride (25 ml) was refluxed 2 h. The mixture was cooled, filtered and the solvent removed. Distillation gave 5-chloro-2-fluorobenzyl bromide (3 g), b.p. 104°/15 mm. Reactants: resultant mixture, [Na] (Sodium), CC(C)O (2-propanol), ClC=1C=2C(N=CN1)=C(N(N2)C2=C(C=CC=C2)Cl)C2=CC=C(C=C2)Cl (7-chloro-3-(4-chlorophenyl)-2-(2-chlorophenyl)-2H-pyrazolo[4,3-d]pyrimidine). Run at temperature 65 celsius, time 2 hour. Product: ClC1=CC=C(C=C1)C=1N(N=C2C1N=CN=C2OC(C)C)C2=C(C=CC=C2)Cl (3-(4-chlorophenyl)-2-(2-chlorophenyl)-7-isopropoxy-2H-pyrazolo[4,3-d]pyrimidine). As a reaction SMILES: [Na].Cl[C:3]1[C:4]2[C:5](=[C:9]([C:19]3[CH:24]=[CH:23][C:22]([Cl:25])=[CH:21][CH:20]=3)[N:10]([C:12]3[CH:17]=[CH:16][CH:15]=[CH:14][C:13]=3[Cl:18])[N:11]=2)[N:6]=[CH:7][N:8]=1.[CH3:26][CH:27]([OH:29])[CH3:28]>>[Cl:25][C:22]1[CH:23]=[CH:24][C:19]([C:9]2[N:10]([C:12]3[CH:17]=[CH:16][CH:15]=[CH:14][C:13]=3[Cl:18])[N:11]=[C:4]3[C:3]([O:29][CH:27]([CH3:28])[CH3:26])=[N:8][CH:7]=[N:6][C:5]=23)=[CH:20][CH:21]=1 |^1:0|. Reported procedure: Sodium (21 mg, 0.9 mmol) was added to 2-propanol (2 ml), and the resultant mixture was stirred at 65° C. for 16 hours. Next, 7-chloro-3-(4-chlorophenyl)-2-(2-chlorophenyl)-2H-pyrazolo[4,3-d]pyrimidine I-2A-1c (75 mg, 0.2 mmol) was added in one portion, and the mixture was stirred at 65° C. for 2 hours. The reaction mixture was partitioned between ethyl acetate and water. The organic layer was dried over anhydrous magnesium sulfate and concentrated. Purification of the residue by flash column chr... Reactants: CC(=O)O[BH-](OC(C)=O)OC(C)=O, CC(=O)O, CC(C)=O, ClCCl, N#Cc1ccnc(N2CCNCC2)c1, [Na+], [Na+], [OH-]. Yields the product CC(C)N1CCN(c2cc(C#N)ccn2)CC1. Reaction SMILES: [C:23]([O:24][BH-:25]([O:26][C:27](=[O:28])[CH3:29])[O:30][C:31](=[O:32])[CH3:33])(=[O:34])[CH3:35].[CH3:15][C:16](=[O:17])[OH:18].[CH3:19][C:20]([CH3:21])=[O:22].[Cl:39][CH2:40][Cl:41].[N:1]1([c:7]2[cH:8][c:9]([C:10]#[N:11])[cH:12][cH:13][n:14]2)[CH2:2][CH2:3][NH:4][CH2:5][CH2:6]1.[Na+:36].[Na+:38].[OH-:37]>>[N:1]1([c:7]2[cH:8][c:9]([C:10]#[N:11])[cH:12][cH:13][n:14]2)[CH2:2][CH2:3][N:4]([CH:20]([CH3:19])[CH3:21])[CH2:5][CH2:6]1.